Dataset: the Open Reaction Database (ORD), a public repository of structured organic reaction records. Task: describe an organic reaction: reactants, conditions, products, and yield The reactants are C1COCCN1, CO, CCCCCCCCCCC1=CO1, OO, [Pt]. Product: CCCCCCCCCCC(O)C[N+]1([O-])CCOCC1. Reaction SMILES: [CH2:14]1[CH2:15][O:16][CH2:17][CH2:18][NH:19]1.[CH3:23][OH:24].[O:1]1[CH:2]=[C:3]1[CH2:4][CH2:5][CH2:6][CH2:7][CH2:8][CH2:9][CH2:10][CH2:11][CH2:12][CH3:13].[OH:20][OH:21].[Pt:22]>>[OH:1][CH:3]([CH2:2][N+:19]1([O-:20])[CH2:14][CH2:15][O:16][CH2:17][CH2:18]1)[CH2:4][CH2:5][CH2:6][CH2:7][CH2:8][CH2:9][CH2:10][CH2:11][CH2:12][CH3:13]. As a reaction SMILES: [CH3:1][NH:2][C:3]1[N:8]=[C:7]([CH:9](O)[CH3:10])[CH:6]=[CH:5][CH:4]=1.[OH:12][C:13]1[CH:33]=[CH:32][C:16]2[CH2:17][C@@H:18]([CH2:28][C:29]([O-:31])=[O:30])[C:19](=[O:27])[N:20]([CH2:22][C:23]([F:26])([F:25])[F:24])[CH2:21][C:15]=2[CH:14]=1.O[C:35]1C=CC2C[C@H](CC([O-])=O)C(=O)N(CC(F)(F)F)CC=2C=1>>[CH3:1][NH:2][C:3]1[N:8]=[C:7]([CH2:9][CH2:10][O:12][C:13]2[CH:33]=[CH:32][C:16]3[CH2:17][C@@H:18]([CH2:28][C:29]([O:31][CH3:35])=[O:30])[C:19](=[O:27])[N:20]([CH2:22][C:23]([F:26])([F:24])[F:25])[CH2:21][C:15]=3[CH:14]=2)[CH:6]=[CH:5][CH:4]=1. Product: CNC1=CC=CC(=N1)CCOC1=CC2=C(C[C@H](C(N(C2)CC(F)(F)F)=O)CC(=O)OC)C=C1 (Methyl (S)-8-[2-[6-(methylamino)pyridin-2-yl]-1-ethoxy]-3-oxo-2-(2,2,2-trifluoroethyl)-2,3,4,5-tetrahydro-1H-2-benzazepine-4-acetate). Reactants: CNC1=CC=CC(=N1)C(C)O (6-(methylamino)-2-pyridylethanol), OC1=CC2=C(C[C@@H](C(N(C2)CC(F)(F)F)=O)CC(=O)[O-])C=C1 ((R)-8-hydroxy-3-oxo-2-(2,2,2-trifluoroethyl)-2,3,4,5-tetrahydro-1H-2-benzazepine-4-acetate), 2-[(3-hydroxy-1H-propyl)amino]pyridine-N-oxide, OC1=CC2=C(C[C@H](C(N(C2)CC(F)(F)F)=O)CC(=O)[O-])C=C1 ((S)-8-hydroxy-3-oxo-2-(2,2,2-trifluoroethyl)-2,3,4,5-tetrahydro-1H-2-benzazepine-4-acetate). Procedure: According to the method of Example 37(a), except substituting 6-(methylamino)-2-pyridylethanol for the 2-[(3-hydroxy-1H-propyl)amino]pyridine-N-oxide, and substituting (S)-8-hydroxy-3-oxo-2-(2,2,2-trifluoroethyl)-2,3,4,5-tetrahydro-1H-2-benzazepine-4-acetate for the (R)-8-hydroxy-3-oxo-2-(2,2,2-trifluoroethyl)-2,3,4,5-tetrahydro-1H-2-benzazepine-4-acetate, the title compound was prepared as a colorless oil: MS (ES) m/e 466.2 (M+H)+.